From a dataset of the Open Reaction Database (ORD), a public repository of structured organic reaction records. describe an organic reaction: reactants, conditions, products, and yield Reactants: ice, NC=1C=C(C(=O)OC)C=CC1O (methyl 3-amino-4-hydroxybenzoate), C([O-])(O)=O.[Na+] (sodium bicarbonate), CC(=O)CC(C)C.O (isobutyl methyl ketone water), ClCC(=O)Cl (chloroacetyl chloride). Solvent: C(Cl)(Cl)Cl (chloroform). Run at time 1 hour. Yields the product C(CCC)N1C(COC2=C1C=C(C=C2)C(=O)OC)=O (Methyl 4-butyl-3-oxo-3,4-dihydro-2H-1,4-benzoxazine-6-carboxylate). RXN SMILES: [NH2:1][C:2]1[CH:3]=[C:4]([CH:9]=[CH:10][C:11]=1[OH:12])[C:5]([O:7][CH3:8])=[O:6].C(=O)(O)[O-].[Na+].C[C:19]([CH2:21][CH:22]([CH3:24])C)=O.O.Cl[CH2:27][C:28](Cl)=[O:29]>C(Cl)(Cl)Cl>[CH2:24]([N:1]1[C:2]2[CH:3]=[C:4]([C:5]([O:7][CH3:8])=[O:6])[CH:9]=[CH:10][C:11]=2[O:12][CH2:27][C:28]1=[O:29])[CH2:22][CH2:21][CH3:19] |f:1.2,3.4|. Reported procedure: To an ice-cold, stirred solution of methyl 3-amino-4-hydroxybenzoate (3.0 g) and sodium bicarbonate (3.3 g) in 1:1 isobutyl methyl ketone/water (40 mL) was added chloroacetyl chloride (1.7 mL), and the mixture was stirred for 1 h. The mixture was warmed to room temperature and refluxed for 14 h, cooled to room temperature, diluted with chloroform, and separated. The organic layer was washed with water, and brine, dried (magnesium sulfate), filtered, and concentrated under reduced pressure. Purif... The reactants are C[Si](C)(C)[N-][Si](C)(C)C, ClCCCCI, O=C(O)Cc1ccc(F)cc1F, [Na+]. Product: O=C(O)C(CCCCCl)c1ccc(F)cc1F. Reaction SMILES: [CH3:14][Si:15]([N-:16][Si:17]([CH3:18])([CH3:19])[CH3:20])([CH3:21])[CH3:22].[Cl:23][CH2:24][CH2:25][CH2:26][CH2:27][I:28].[F:1][c:2]1[c:3]([CH2:9][C:10](=[O:11])[OH:12])[cH:4][cH:5][c:6]([F:8])[cH:7]1.[Na+:13]>>[F:1][c:2]1[c:3]([CH:9]([C:10](=[O:11])[OH:12])[CH2:27][CH2:26][CH2:25][CH2:24][Cl:23])[cH:4][cH:5][c:6]([F:8])[cH:7]1. Starting materials: C(C)OP(OCC)(=O)C(C1=CC(=CC=C1)N(C(=O)C1=CC=C(C=C1)C1=CC=C(C=C1)OCCCCCCCC)C)(F)F ((difluoro-{3-[methyl-(4′-octyloxy-biphenyl-4-carbonyl)-amino]-phenyl}-methyl)-phosphonic acid diethyl ester), compound, C1CN2CCN1CC2 (DABCO). Run in C(C)#N (acetonitrile). Product: C(C)OP(O)(=O)C(C1=CC(=CC=C1)N(C(=O)C1=CC=C(C=C1)C1=CC=C(C=C1)OCCCCCCCC)C)(F)F ((Difluoro-{3-[methyl-(4′-octyloxy-biphenyl-4-carbonyl)-amino]-phenyl}-methyl)-phosphonic acid monoethyl ester). RXN SMILES: [CH2:1]([O:3][P:4]([C:9]([F:42])([F:41])[C:10]1[CH:15]=[CH:14][CH:13]=[C:12]([N:16]([CH3:40])[C:17]([C:19]2[CH:24]=[CH:23][C:22]([C:25]3[CH:30]=[CH:29][C:28]([O:31][CH2:32][CH2:33][CH2:34][CH2:35][CH2:36][CH2:37][CH2:38][CH3:39])=[CH:27][CH:26]=3)=[CH:21][CH:20]=2)=[O:18])[CH:11]=1)(=[O:8])[O:5]CC)[CH3:2].C1N2CCN(CC2)C1>C(#N)C>[CH2:1]([O:3][P:4]([C:9]([F:42])([F:41])[C:10]1[CH:15]=[CH:14][CH:13]=[C:12]([N:16]([CH3:40])[C:17]([C:19]2[CH:24]=[CH:23][C:22]([C:25]3[CH:26]=[CH:27][C:28]([O:31][CH2:32][CH2:33][CH2:34][CH2:35][CH2:36][CH2:37][CH2:38][CH3:39])=[CH:29][CH:30]=3)=[CH:21][CH:20]=2)=[O:18])[CH:11]=1)(=[O:5])[OH:8])[CH3:2]. Reported procedure: A solution of (difluoro-{3-[methyl-(4′-octyloxy-biphenyl-4-carbonyl)-amino]-phenyl}-methyl)-phosphonic acid diethyl ester (compound of example 59 in TABLE 2 below) and aproximately 3 to 5 equivalents of DABCO in acetonitrile solution is heated to 150° C. in a microwave reactor for less then 40 minutes. The mixture obtained is partitioned between EtOAc and 1N aqueous HCl. From the mixture obtained the organic phase is separated, washed with 1N aqueous HCl, and evaporated to dryness. (Difluoro-{3-...